Task: describe an organic reaction: reactants, conditions, products, and yield. Dataset: the Open Reaction Database (ORD), a public repository of structured organic reaction records Starting materials: N1=C(C=CC2=CC=CC=C12)S (2-quinolinethiol), C(=O)([O-])[O-].[K+].[K+] (K2CO3), OCC=1N=C2N(C(=CN=C2N2CCOCC2)C=2C=CC(=NC2)N2CCN(CC2)C(=O)OC(C)(C)C)C1 (tert-Butyl 4-(5-(2-(hydroxymethyl)-8-morpholinoimidazo[1,2-a]pyrazin-5-yl)pyridin-2-yl)piperazine-1-carboxylate), CCN(C(C)C)C(C)C (DIEA), CS(=O)(=O)Cl (MsCl). Run in C(C)#N (ACN), O (H2O), C(Cl)Cl (DCM). Run at temperature 0 celsius, time 15 minute. Product: O1CCN(CC1)C=1C=2N(C(=CN1)C=1C=CC(=NC1)N1CCN(CC1)C(=O)OC(C)(C)C)C=C(N2)CSC2=NC1=CC=CC=C1C=C2 (tert-Butyl 4-(5-(8-morpholino-2-((quinolin-2-ylthio)methyl)imidazo[1,2-a]pyrazin-5-yl)pyridin-2-yl)piperazine-1-carboxylate). RXN SMILES: O[CH2:2][C:3]1[N:4]=[C:5]2[C:10]([N:11]3[CH2:16][CH2:15][O:14][CH2:13][CH2:12]3)=[N:9][CH:8]=[C:7]([C:17]3[CH:18]=[CH:19][C:20]([N:23]4[CH2:28][CH2:27][N:26]([C:29]([O:31][C:32]([CH3:35])([CH3:34])[CH3:33])=[O:30])[CH2:25][CH2:24]4)=[N:21][CH:22]=3)[N:6]2[CH:36]=1.CCN(C(C)C)C(C)C.CS(Cl)(=O)=O.[N:51]1[C:60]2[C:55](=[CH:56][CH:57]=[CH:58][CH:59]=2)[CH:54]=[CH:53][C:52]=1[SH:61].C([O-])([O-])=O.[K+].[K+]>C(Cl)Cl.O.C(#N)C>[O:14]1[CH2:13][CH2:12][N:11]([C:10]2[C:5]3[N:6]([CH:36]=[C:3]([CH2:2][S:61][C:52]4[CH:53]=[CH:54][C:55]5[C:60](=[CH:59][CH:58]=[CH:57][CH:56]=5)[N:51]=4)[N:4]=3)[C:7]([C:17]3[CH:18]=[CH:19][C:20]([N:23]4[CH2:28][CH2:27][N:26]([C:29]([O:31][C:32]([CH3:33])([CH3:35])[CH3:34])=[O:30])[CH2:25][CH2:24]4)=[N:21][CH:22]=3)=[CH:8][N:9]=2)[CH2:16][CH2:15]1 |f:4.5.6|. Procedure details: A solution of compound 30a (200 mg, 0.40 mmol) in DCM (2 mL) and DIEA (0.15 mL, 0.80 mmol) was cooled to 0° C. and MsCl (47 μL, 0.60 mmol) was added dropwise. The reaction was stirred at 0° C. for 15 min and the solvents were removed under reduced pressure. The residue obtained was treated with ACN (10 mL), 2-quinolinethiol (74 mg, 0.45 mmol) and K2CO3 (84 mg, 0.61 mmol). The resulting mixture was stirred at 60° C. for 20 h. The reaction was diluted with H2O (20 mL) and extracted with DCM (3×30 ... The product is Nc1cc(Br)c(OC(F)(F)C(F)F)cc1N. Reaction SMILES: [Br:1][c:2]1[c:3]([O:12][C:13]([CH:14]([F:15])[F:16])([F:17])[F:18])[cH:4][c:5]([N+:9]([O-:10])=[O:11])[c:6]([NH2:7])[cH:8]1.[Br:29].[CH3:31][CH2:32][O:33][C:34](=[O:35])[CH3:36].[CH3:37][C:38](=[O:39])[OH:40].[Fe:41].[N+:19]([c:20]1[cH:21][cH:22][cH:23][cH:24][c:25]1[NH2:26])([O-:27])=[O:28].[OH2:30]>>[Br:1][c:2]1[c:3]([O:12][C:13]([CH:14]([F:15])[F:16])([F:17])[F:18])[cH:4][c:5]([NH2:9])[c:6]([NH2:7])[cH:8]1. Reactants: Nc1cc(Br)c(OC(F)(F)C(F)F)cc1[N+](=O)[O-], Br, CCOC(C)=O, CC(=O)O, [Fe], Nc1ccccc1[N+](=O)[O-], O. The reactants are N1=CC(=CC2=CC=CC=C12)B(O)O (Quinoline-3-boronic acid), BrC=1C=C(C=NC1)OC[C@H]1N(CCC1)C (5-bromo-3-(1-methyl-2-(S)-pyrrolidinylmethoxy)-pyridine), Pd(0), C(=O)([O-])[O-].[Na+].[Na+] (Na2CO3), solution. Run in C1(=CC=CC=C1)C (toluene). Yields the product N1=CC(=CC2=CC=CC=C12)C=1C=C(C=NC1)OC[C@H]1N(CCC1)C (5-(3-Quinolinyl)-3-(1-methyl-2-(S)-pyrrolidinylmethoxy)pyridine). As a reaction SMILES: [N:1]1[C:10]2[C:5](=[CH:6][CH:7]=[CH:8][CH:9]=2)[CH:4]=[C:3](B(O)O)[CH:2]=1.Br[C:15]1[CH:16]=[C:17]([O:21][CH2:22][C@@H:23]2[CH2:27][CH2:26][CH2:25][N:24]2[CH3:28])[CH:18]=[N:19][CH:20]=1.C([O-])([O-])=O.[Na+].[Na+]>C1(C)C=CC=CC=1>[N:1]1[C:10]2[C:5](=[CH:6][CH:7]=[CH:8][CH:9]=2)[CH:4]=[C:3]([C:15]2[CH:16]=[C:17]([O:21][CH2:22][C@@H:23]3[CH2:27][CH2:26][CH2:25][N:24]3[CH3:28])[CH:18]=[N:19][CH:20]=2)[CH:2]=1 |f:2.3.4|. Procedure: To a solution of the compound from step 35a and 5-bromo-3-(1-methyl-2-(S)-pyrrolidinylmethoxy)-pyridine (271 mg, 1.0 mmol) in toluene (5.0 mL) was added Pd(0) (25 mg) and Na2CO3 (1 mL of a 2M solution), and the mixture was heated at reflux for 4 hours. The solvent was removed under vacuum, and the residue was purified by chromatography on silica gel, eluting with 2 to 5% methanol in methylene chloride in a first column, followed by rechromatography, eluting with 0.1 to 1% ether in hexane, to aff...